From a dataset of the Open Reaction Database (ORD), a public repository of structured organic reaction records. describe an organic reaction: reactants, conditions, products, and yield As a reaction SMILES: [CH2:21]1[O:22][CH2:23][CH2:24][CH2:25]1.[CH:12]([N:13]([CH2:14][CH3:15])[CH:16]([CH3:17])[CH3:18])([CH3:19])[CH3:20].[F:1][c:2]1[c:3]([C:10]#[N:11])[cH:4][c:5]([F:9])[c:6]([F:8])[cH:7]1>>[F:1][c:2]1[c:3]([C:10]#[N:11])[cH:4][c:5]([F:9])[cH:6][cH:7]1. Reactants: C1CCOC1, CCN(C(C)C)C(C)C, N#Cc1cc(F)c(F)cc1F. Product: N#Cc1cc(F)ccc1F. Starting materials: CC(C(C(=O)N)=O)(C)C (3,3-dimethyl-2-oxobutyramide), C1(=CC=CC=C1)[C@H](C)N ((S)-1-phenylethylamine), O (water). Solvent: C1(=CC=CC=C1)C (toluene). Product: CC(C(C(=O)N)=N[C@@H](C)C1=CC=CC=C1)(C)C ((S)-3,3-dimethyl-2-(1-phenylethylimino)-butyramide). Isolated yield 67.8%. RXN SMILES: [CH3:1][C:2]([CH3:9])([CH3:8])[C:3](=O)[C:4]([NH2:6])=[O:5].[C:10]1([C@@H:16]([NH2:18])[CH3:17])[CH:15]=[CH:14][CH:13]=[CH:12][CH:11]=1.O>C1(C)C=CC=CC=1>[CH3:1][C:2]([CH3:9])([CH3:8])[C:3](=[N:18][C@H:16]([C:10]1[CH:15]=[CH:14][CH:13]=[CH:12][CH:11]=1)[CH3:17])[C:4]([NH2:6])=[O:5]. Reported procedure: A solution of 35.0 g (271 mmol) of 3,3-dimethyl-2-oxobutyramide and 75.0 g (619 mmol) of (S)-1-phenylethylamine in 250 ml of toluene was boiled under reflux on a water separator for 92 hours. Subsequently, the solvent and excess amine were removed in a vacuum. The residual oil was crystallized from 300 ml of hexane. 51 g of crude material of melting point 96°-97° C. were obtained. After recrystallization from 400 ml of hexane there were obtained 42.7 g (68%) of analytically-pure (S)-3,3-dimethyl... Starting materials: OC1=C(C=C(C=O)C=C1[N+](=O)[O-])OC (4-hydroxy-3-methoxy-5-nitrobenzaldehyde), Br (hydrobromic acid). The solvent is C(Cl)Cl (methylene chloride). Product: OC=1C=C(C=O)C=C(C1O)[N+](=O)[O-] (3,4-dihydroxy-5-nitrobenzaldehyde). As a reaction SMILES: [OH:1][C:2]1[C:9]([N+:10]([O-:12])=[O:11])=[CH:8][C:5]([CH:6]=[O:7])=[CH:4][C:3]=1[O:13]C.Br>C(Cl)Cl>[OH:13][C:3]1[CH:4]=[C:5]([CH:8]=[C:9]([N+:10]([O-:12])=[O:11])[C:2]=1[OH:1])[CH:6]=[O:7]. Procedure: 17.1 g of 4-hydroxy-3-methoxy-5-nitrobenzaldehyde are treated with 170 ml of constant-boiling hydrobromic acid and heated under reflux for 3.5 hours. After cooling the separated precipitate is filtered under suction, washed twice with ice-water and taken up in ethyl acetate. The organic phase is washed twice with 50 ml of sodium chloride solution each time, dried over magnesium sulfate and evaporated in a water-jet vacuum. The crystals obtained are taken up in methylene chloride, whereupon the s... The reactants are C(C)(=O)OC(C)=O (acetic anhydride), N(C1=CC=CC=C1)C1CCNCC1 (4-anilinopiperidine), C(C1=CC=CC=C1)N1C(OCC(C1)(CCCOS(=O)(=O)C)C1=CC(=C(C=C1)Cl)Cl)=O (3-Benzyl-5-(3,4-dichlorophenyl)-5-[3-(methanesulfonyloxy)propyl]tetrahydro-2H-1,3-oxazin-2-one), C([O-])([O-])=O.[K+].[K+] (potassium carbonate), Cl (HCl). Solvent: O (water), CN(C)C=O (DMF), CCOCC (ether). Reaction conditions: temperature 50 celsius, time 48 hour. Product: Cl.C(C1=CC=CC=C1)N1C(OCC(C1)(CCCN1CCC(CC1)N(C(C)=O)C1=CC=CC=C1)C1=CC(=C(C=C1)Cl)Cl)=O (3-Benzyl-5-(3,4-dichlorophenyl)-5-[3-[4-(N-phenylacetamido)piperid-1-yl]propyl]tetrahydro-2H-1,3-oxazin-2-one hydrochloride). Reaction SMILES: [NH:1]([CH:8]1[CH2:13][CH2:12][NH:11][CH2:10][CH2:9]1)[C:2]1[CH:7]=[CH:6][CH:5]=[CH:4][CH:3]=1.[CH2:14]([N:21]1[CH2:26][C:25]([C:35]2[CH:40]=[CH:39][C:38]([Cl:41])=[C:37]([Cl:42])[CH:36]=2)([CH2:27][CH2:28][CH2:29]OS(C)(=O)=O)[CH2:24][O:23][C:22]1=[O:43])[C:15]1[CH:20]=[CH:19][CH:18]=[CH:17][CH:16]=1.C(=O)([O-])[O-].[K+].[K+].[C:50](OC(=O)C)(=[O:52])[CH3:51].Cl>CN(C=O)C.CCOCC.O>[ClH:41].[CH2:14]([N:21]1[CH2:26][C:25]([C:35]2[CH:40]=[CH:39][C:38]([Cl:41])=[C:37]([Cl:42])[CH:36]=2)([CH2:27][CH2:28][CH2:29][N:11]2[CH2:12][CH2:13][CH:8]([N:1]([C:2]3[CH:3]=[CH:4][CH:5]=[CH:6][CH:7]=3)[C:50](=[O:52])[CH3:51])[CH2:9][CH2:10]2)[CH2:24][O:23][C:22]1=[O:43])[C:15]1[CH:16]=[CH:17][CH:18]=[CH:19][CH:20]=1 |f:2.3.4,10.11|. Reported procedure: A mixture of 1.76 g of 4-anilinopiperidine, 2 g of the compound obtained in step C of EXAMPLE 8 and 0.75 g of potassium carbonate in 10 ml of DMF is heated at 50° C. for 1 hour 30 minutes. The reaction mixture is poured into water and extracted with AcOEt, the organic phase is washed three times with water and with saturated NaCl solution and dried over MgSO4 and the solvent is evaporated off under vacuum. The residue is chromatographed on silica H using DCM and then a DCM/MeOH mixture (96/4; v/... Procedure: Using the procedure outlined in Example 35, the title compound was prepared from 7-amino-1-(2-morpholin-4-ylethyl)-1,2,3,4-tetrahydroquinoline (D17) (0.1 mmol) and 4-biphenylcarboxylic acid (24 mg, 0.12 mmol) as a red gum. 1H NMR (250 MHz, CDCl3) δ (ppm): 7.94 (d, 2H), 7.86 (br, 1H), 7.69 (d, 2H), 7.62 (d, 2H), 7.50 (t, 2H), 7.39 (t, 1H), 7.13 (d, 1H), 6.91 (d, 1H), 6.78 (dd, 1H), 3.75 (m, 4H), 3.46 (m, 2H), 3.33 (m, 2H), 2.80-2.40 (m, 8H), 1.92 (qn, 2H). The product is N1(CCOCC1)CCN1CCCC2=CC=C(C=C12)NC(=O)C1=CC=C(C=C1)C1=CC=CC=C1 (N-[1-(2-Morpholin-4-ylethyl)-1,2,3,4-tetrahydroquinolin-7-yl]-1,1′-biphenyl-4-carboxamide). Starting materials: NC1=CC=C2CCCN(C2=C1)CCN1CCOCC1 (7-amino-1-(2-morpholin-4-ylethyl)-1,2,3,4-tetrahydroquinoline), C1(=CC=C(C=C1)C(=O)O)C1=CC=CC=C1 (4-biphenylcarboxylic acid). As a reaction SMILES: [NH2:1][C:2]1[CH:11]=[C:10]2[C:5]([CH2:6][CH2:7][CH2:8][N:9]2[CH2:12][CH2:13][N:14]2[CH2:19][CH2:18][O:17][CH2:16][CH2:15]2)=[CH:4][CH:3]=1.[C:20]1([C:29]2[CH:34]=[CH:33][CH:32]=[CH:31][CH:30]=2)[CH:25]=[CH:24][C:23]([C:26](O)=[O:27])=[CH:22][CH:21]=1>>[N:14]1([CH2:13][CH2:12][N:9]2[C:10]3[C:5](=[CH:4][CH:3]=[C:2]([NH:1][C:26]([C:23]4[CH:24]=[CH:25][C:20]([C:29]5[CH:30]=[CH:31][CH:32]=[CH:33][CH:34]=5)=[CH:21][CH:22]=4)=[O:27])[CH:11]=3)[CH2:6][CH2:7][CH2:8]2)[CH2:15][CH2:16][O:17][CH2:18][CH2:19]1. Reactants: [BH4-].[Na+] (sodium borohydride), ClC1=CC=C(C=C1)\C=C(/C(C(C)(C)C)=O)\N1N=CN=C1 ((E)-1-(4-chlorophenyl)-2-(1,2,4-triazol-1-yl)-4,4-dimethyl-1-penten-3-one), Cl (hydrochloric acid), C(C)(=O)O (acetic acid), C[C@@H]([C@@H](C1=CC=CC=C1)O)N.Cl ((-)-norephedrine hydrochloride). Solvent: CN(C=O)C (dimethylformamide), ClC1=CC=CC=C1 (chlorobenzene), O (water), ClC1=CC=CC=C1 (chlorobenzene). Conditions: time 1 hour. The product is ClC1=CC=C(C=C1)\C=C(/C(C(C)(C)C)O)\N1N=CN=C1 ((+)-(E)-1-(4-chlorophenyl)-2-(1,2,4-triazol-1-yl)-4,4-dimethyl-1-penten-3-ol). The yield is 96.0%. RXN SMILES: C(O)(=O)C.C[C@H](N)[C@H](O)C1C=CC=CC=1.Cl.[BH4-].[Na+].[Cl:19][C:20]1[CH:25]=[CH:24][C:23](/[CH:26]=[C:27](/[N:34]2[CH:38]=[N:37][CH:36]=[N:35]2)\[C:28](=[O:33])[C:29]([CH3:32])([CH3:31])[CH3:30])=[CH:22][CH:21]=1.Cl>ClC1C=CC=CC=1.CN(C)C=O.O>[Cl:19][C:20]1[CH:25]=[CH:24][C:23](/[CH:26]=[C:27](/[N:34]2[CH:38]=[N:37][CH:36]=[N:35]2)\[CH:28]([OH:33])[C:29]([CH3:32])([CH3:31])[CH3:30])=[CH:22][CH:21]=1 |f:1.2,3.4|. Procedure: In a nitrogen atmosphere, 0.393 g (0.0065 mole) of acetic acid was added to a suspension of 8.18 g (0.0436 mole) of (-)-norephedrine hydrochloride in 62.17 g of chlorobenzene, and then a solution of 1.815 g (0.0480 mole) of sodium borohydride in 9.35 g of dimethylformamide was added dropwise to this suspension at 5° to 10° C. for 1.5 hours. Thereafter, the resulting mixture was stirred at room temperature for 1 hour, and then a solution of 8.42 g (0.0291 mole; E/Z=99.8/0.2) of (E)-1-(4-chlorophe...